The task is: describe an organic reaction: reactants, conditions, products, and yield. This data is from the Open Reaction Database (ORD), a public repository of structured organic reaction records. Reactants: O=C(O)C(c1ccccc1)c1ccccc1, CC1COCCN1. The reagents and catalysts are CCOC(=O)C(=NOC(=[N+](C)C)N1CCOCC1)C#N.F[P-](F)(F)(F)(F)F (COMU), CC1=NC(=CC=C1)C (2,6-Lutidine). The solvent is CN(C)C=O (DMF), CN(C)C=O (DMF), CN(C)C=O (DMF), CN(C)C=O (DMF), CN(C)C=O (DMF), CN(C)C=O (DMF). Run at temperature 25 celsius, time 2 hour. Yields the product CC1COCCN1C(=O)C(c1ccccc1)c1ccccc1. Isolated yield 32.1%. Reaction SMILES: CC1COCCN1.O=C(O)C(c1ccccc1)c1ccccc1.CCOC(=O)C(=NOC(=[N+](C)C)N1CCOCC1)C#N.F[P-](F)(F)(F)(F)F.CC1=NC(=CC=C1)C.CN(C)C=O>>CC1COCCN1C(=O)C(c1ccccc1)c1ccccc1. Starting materials: Cl.COC(C=1C(O)=CC=C(C1)C(CNC(CCC1=CC=CC=C1)(C)C)O)=O (5-[1-hydroxy-2(1,1-dimethyl-3-phenyl-propyl)aminoethyl]salicyclic acid methyl ester hydrochloride), C([O-])(O)=O.[Na+] (sodium bicarbonate), [OH-].[NH4+] (ammonium hydroxide). The solvent is CO (methanol). Reaction conditions: time 48 hour. Product: OC(CNC(CCC1=CC=CC=C1)(C)C)C1=CC=C(C(C(=O)N)=C1)O (5-[1-Hydroxy-2-(1,1-dimethyl-3-phenylpropyl)aminoethyl] salicylamide). Isolated yield 63.0%. Reaction SMILES: Cl.C[O:3][C:4](=O)[C:5]1[C:6](=[CH:8][CH:9]=[C:10]([CH:12]([OH:26])[CH2:13][NH:14][C:15]([CH3:25])([CH3:24])[CH2:16][CH2:17][C:18]2[CH:23]=[CH:22][CH:21]=[CH:20][CH:19]=2)[CH:11]=1)[OH:7].C(=O)(O)[O-].[Na+].[OH-].[NH4+:34]>CO>[OH:26][CH:12]([C:10]1[CH:11]=[C:5]([C:4]([NH2:34])=[O:3])[C:6]([OH:7])=[CH:8][CH:9]=1)[CH2:13][NH:14][C:15]([CH3:25])([CH3:24])[CH2:16][CH2:17][C:18]1[CH:23]=[CH:22][CH:21]=[CH:20][CH:19]=1 |f:0.1,2.3,4.5|. Procedure: A solution of the above hydrochloride (0.6 g) in methanol (10 ml) and ammonium hydroxide (d.0.880; 10 ml) was allowed to stand at room temperature for 48 hours. On evaporation, a residue was obtained which was neutralised with sodium bicarbonate solution and extracted with ethyl acetate. When dried and evaporated, the solution gave the amide as a white solid, m.p. 154° (63% yield).